This data is from the Open Reaction Database (ORD), a public repository of structured organic reaction records. The task is: describe an organic reaction: reactants, conditions, products, and yield Reactants: [Br-], CC(C)(C)O, CC(C)(C)[O-], C[P+](c1ccccc1)(c1ccccc1)c1ccccc1, C=CCC1=C(C)C(O)CC1=O, [K+], [Na+], O=P([O-])(O)O. Product: C=CCC1=C(C)C(O)CC1=C. Reaction SMILES: [Br-:24].[C:45]([OH:46])([CH3:47])([CH3:48])[CH3:49].[CH3:1][C:2]([CH3:3])([O-:4])[CH3:5].[CH3:25][P+:26]([c:27]1[cH:28][cH:29][cH:30][cH:31][cH:32]1)([c:33]1[cH:34][cH:35][cH:36][cH:37][cH:38]1)[c:39]1[cH:40][cH:41][cH:42][cH:43][cH:44]1.[CH3:7][C:8]1=[C:9]([CH2:15][CH:16]=[CH2:17])[C:10](=[O:14])[CH2:11][CH:12]1[OH:13].[K+:6].[Na+:18].[OH:19][P:20](=[O:21])([O-:22])[OH:23]>>[CH2:1]=[C:10]1[C:9]([CH2:15][CH:16]=[CH2:17])=[C:8]([CH3:7])[CH:12]([OH:13])[CH2:11]1. Reactants: CC1=C(C(=CC=C1)C)[N+]#[C-] (2,6-dimethylphenylisocyanide), 3.2, NC1=NC=C(C=C1)F (2-amino-5-fluoropyridine), ClC=1C(=C(OCC(=O)N)C=CC1)C=O (2-(3-chloro-2-formylphenoxy)acetamide), Cl(=O)(=O)(=O)O (perchloric acid). Run in C(C)O (ethanol). Reaction conditions: time 20 hour. The product is NC(=O)COC1=C(C(=CC=C1)Cl)C=1N=C2N(C=C(C=C2)F)C1NC1=C(C=CC=C1C)C (2-[2-(aminocarbonylmethoxy)-6-chlorophenyl]-3-(2,6-dimethylphenylamino)-6-fluoroimidazo[1,2-a]pyridine). As a reaction SMILES: [NH2:1][C:2]1[CH:7]=[CH:6][C:5]([F:8])=[CH:4][N:3]=1.[Cl:9][C:10]1[C:11]([CH:21]=O)=[C:12]([CH:18]=[CH:19][CH:20]=1)[O:13][CH2:14][C:15]([NH2:17])=[O:16].[CH3:23][C:24]1[CH:29]=[CH:28][CH:27]=[C:26]([CH3:30])[C:25]=1[N+:31]#[C-:32].Cl(O)(=O)(=O)=O>C(O)C>[NH2:17][C:15]([CH2:14][O:13][C:12]1[CH:18]=[CH:19][CH:20]=[C:10]([Cl:9])[C:11]=1[C:21]1[N:1]=[C:2]2[CH:7]=[CH:6][C:5]([F:8])=[CH:4][N:3]2[C:32]=1[NH:31][C:25]1[C:26]([CH3:30])=[CH:27][CH:28]=[CH:29][C:24]=1[CH3:23])=[O:16]. Procedure: 3.2 0.177 g of 2-amino-5-fluoropyridine 4 and 0.288 g of the aldehyde 10 are dissolved successively in 30 ml of ethanol at RT under an inert gas. 0.205 g of 2,6-dimethylphenylisocyanide 5 is then added, 64.1 μl of 70% perchloric acid are added dropwise, and the mixture is stirred at RT for a further 20 h. The mixture is subsequently subjected to conventional work-up, giving 0.286 g (43%) of “A3”; m.p. 186-187°; MS-EI (M+)=438.